Dataset: the Open Reaction Database (ORD), a public repository of structured organic reaction records. Task: describe an organic reaction: reactants, conditions, products, and yield Reactants: COC1=C(CCl)C=C(C=C1)CCCC (2-methoxy-5-butylbenzylchloride), COC1=C(CCl)C=C(C=C1)C(C)(C)C (2-methoxy-5-tert-butylbenzylchloride), P(OC)(OC)OC (trimethyl phosphite). Yields the product COC1=C(CP(OC)(OC)=O)C=C(C=C1)C(C)(C)C (dimethyl 2-methoxy-5-tert-butylbenzylphosphonate). Yield: 55.0%. Reaction SMILES: COC1C=CC(CCCC)=CC=1CCl.[CH3:15][O:16][C:17]1[CH:24]=[CH:23][C:22]([C:25]([CH3:28])([CH3:27])[CH3:26])=[CH:21][C:18]=1[CH2:19]Cl.[P:29]([O:34]C)([O:32][CH3:33])[O:30][CH3:31]>>[CH3:15][O:16][C:17]1[CH:24]=[CH:23][C:22]([C:25]([CH3:28])([CH3:27])[CH3:26])=[CH:21][C:18]=1[CH2:19][P:29](=[O:34])([O:32][CH3:33])[O:30][CH3:31]. Procedure: A solution of 2-methoxy-5-butylbenzylchloride (10 (1.65 g, 7.76 mmol) in trimethyl phosphite (25 ml) was heated at reflux for 22 h under argon. The excess trimethyl phosphite was distilled off under reduced pressure and the residue was purified by column chromatography over silica (dichloromethane/methanol; 49:1), by distillation under reduced pressure (b.p. 215° C. at 0.075 mm Hg) and finally by column chromatography over silica (dichloromethane/methanol; 19:1) to yield a colourless oil of (11)... Reactants: BrCCc1ccccc1, C1CCOC1, CN(C)C=O, COC(=O)c1ccc(O)cc1, [H-], [Na+], O. Product: COC(=O)c1ccc(OCCc2ccccc2)cc1. As a reaction SMILES: [CH2:19]([CH2:20][c:21]1[cH:22][cH:23][cH:24][cH:25][cH:26]1)[Br:27].[CH2:3]1[O:4][CH2:5][CH2:6][CH2:7]1.[CH3:29][N:30]([CH3:31])[CH:32]=[O:33].[CH3:8][O:9][C:10]([c:11]1[cH:12][cH:13][c:14]([OH:17])[cH:15][cH:16]1)=[O:18].[H-:2].[Na+:1].[OH2:28]>>[CH3:8][O:9][C:10]([c:11]1[cH:12][cH:13][c:14]([O:17][CH2:19][CH2:20][c:21]2[cH:22][cH:23][cH:24][cH:25][cH:26]2)[cH:15][cH:16]1)=[O:18]. The reactants are CC(C)(OC(=O)N(C1=NC=C(C=C1C1=NN=NN1C1=C(C(=CC=C1)F)F)C#C[Si](C)(C)C)C(=O)OC(C)(C)C)C (N,N-Di(1,1-dimethylethoxycarbonyl)-3-(1-(2,3-difluorophenyl)-1H-tetrazol-5-yl)-5-(2-(trimethylsilyl)ethynyl)pyridin-2-amine), O.[F-].C(CCC)[N+](CCCC)(CCCC)CCCC (tetrabutylammonium fluoride hydrate). Solvent: C(Cl)Cl (methylene chloride), C(Cl)Cl (methylene chloride). Conditions: temperature 0 celsius. The product is CC(C)(OC(=O)N(C1=NC=C(C=C1C1=NN=NN1C1=C(C(=CC=C1)F)F)C#C)C(=O)OC(C)(C)C)C (N,N-di(1,1-dimethylethoxycarbonyl)-3-(1-(2,3-difluorophenyl)-1H-tetrazol-5-yl)-5-ethynylpyridin-2-amine). The yield is 83.3%. As a reaction SMILES: [CH3:1][C:2]([CH3:40])([O:4][C:5]([N:7]([C:33]([O:35][C:36]([CH3:39])([CH3:38])[CH3:37])=[O:34])[C:8]1[C:13]([C:14]2[N:18]([C:19]3[CH:24]=[CH:23][CH:22]=[C:21]([F:25])[C:20]=3[F:26])[N:17]=[N:16][N:15]=2)=[CH:12][C:11]([C:27]#[C:28][Si](C)(C)C)=[CH:10][N:9]=1)=[O:6])[CH3:3].O.[F-].C([N+](CCCC)(CCCC)CCCC)CCC>C(Cl)Cl>[CH3:38][C:36]([CH3:39])([O:35][C:33]([N:7]([C:5]([O:4][C:2]([CH3:40])([CH3:3])[CH3:1])=[O:6])[C:8]1[C:13]([C:14]2[N:18]([C:19]3[CH:24]=[CH:23][CH:22]=[C:21]([F:25])[C:20]=3[F:26])[N:17]=[N:16][N:15]=2)=[CH:12][C:11]([C:27]#[CH:28])=[CH:10][N:9]=1)=[O:34])[CH3:37] |f:1.2.3|. Procedure: N,N-Di(1,1-dimethylethoxycarbonyl)-3-(1-(2,3-difluorophenyl)-1H-tetrazol-5-yl)-5-(2-(trimethylsilyl)ethynyl)pyridin-2-amine (713 mg, 1.2 mmol) was dissolved in methylene chloride (10 mL) and cooled to 0° C. To this was added tetrabutylammonium fluoride hydrate (163 mg, 625 μmol) in methylene chloride (1 mL). The reaction was loaded directly onto silica and chromatographed (10% ethyl acetate/hexane to 50% ethyl acetate/hexane) to give N,N-di(1,1-dimethylethoxycarbonyl)-3-(1-(2,3-difluorophenyl)-1... Starting materials: ClC1=C(C(=O)NCC(=O)O)C=CC=C1 ((2-chloro-benzoylamino)-acetic acid), FC(C(=O)OC(C(F)(F)F)=O)(F)F (trifluoroacetic anhydride). Solvent: CC(=O)C (acetone). Reaction conditions: time 8 hour. Yields the product ClC1=C(C(=O)NC(C(=O)O)C(C(F)(F)F)(O)O)C=CC=C1 (2-(2-chloro-benzoylamino)-4,4,4-trifluoro-3,3-dihydroxy-butyric acid). Reaction SMILES: [Cl:1][C:2]1[CH:14]=[CH:13][CH:12]=[CH:11][C:3]=1[C:4]([NH:6][CH2:7][C:8]([OH:10])=[O:9])=[O:5].[F:15][C:16]([F:27])([F:26])[C:17]([O:19]C(=O)C(F)(F)F)=[O:18]>CC(C)=O>[Cl:1][C:2]1[CH:14]=[CH:13][CH:12]=[CH:11][C:3]=1[C:4]([NH:6][CH:7]([C:17]([OH:19])([OH:18])[C:16]([F:27])([F:26])[F:15])[C:8]([OH:10])=[O:9])=[O:5]. Reported procedure: To a solution of above (2-chloro-benzoylamino)-acetic acid methyl ester (6 g, 26 mmol) in 30 mL of methanol, was added three equivalents of lithium hydroxide hydrate in 10 mL of water. The solution was stirred at room temperature for 1 hour, concentrated and mixed with water. Citric acid was added until pH of the solution was adjusted to pH 2-3. The mixture was extracted with ethyl acetate and the organic layer was washed with water and brine, dried over MgSO4, filtered and concentrated to dryne... The reactants are S1C2=C(C=C1)C(=CC=C2)O (Benzo[b]thiophen-4-ol), C(C(C)C)O (iso-butanol), C1(=CC=CC=C1)P(C1=CC=CC=C1)C1=CC=CC=C1 (triphenylphosphine), solution, CCOC(=O)/N=N/C(=O)OCC (DEAD). The solvent is C1(=CC=CC=C1)C (toluene), C1(=CC=CC=C1)C (toluene). The product is C(C(C)C)OC1=CC=CC=2SC=CC21 (4-Isobutoxy-benzo[b]thiophene). Reaction SMILES: [S:1]1[CH:5]=[CH:4][C:3]2[C:6]([OH:10])=[CH:7][CH:8]=[CH:9][C:2]1=2.[CH2:11](O)[CH:12]([CH3:14])[CH3:13].C1(P(C2C=CC=CC=2)C2C=CC=CC=2)C=CC=CC=1.CCOC(/N=N/C(OCC)=O)=O>C1(C)C=CC=CC=1>[CH2:11]([O:10][C:6]1[C:3]2[CH:4]=[CH:5][S:1][C:2]=2[CH:9]=[CH:8][CH:7]=1)[CH:12]([CH3:14])[CH3:13]. Procedure details: Benzo[b]thiophen-4-ol (200, 4.3 g, 28.9 mmol) and iso-butanol (3.2 ml, 34.7 mmol) are dissolved under argon in 150 ml of toluene. After addition of triphenylphosphine (9.1 g, 34.7 mmol) and a 40% solution of DEAD in toluene (16.8 ml, 34.7 mmol), the mixture is stirred at 120° C. over night. After cooling down, the reaction mixture is subsequently washed with saturated aqueous NaHCO3 solution and NaCl solution, dried over Na2SO4 and evaporated under reduced pressure. Triphenylphosphinoxid is remo...